This data is from the Open Reaction Database (ORD), a public repository of structured organic reaction records. The task is: describe an organic reaction: reactants, conditions, products, and yield Starting materials: NCc1ccco1, CS(=O)(=O)c1nccc(-n2cnc3ccccc32)n1. Yields the product c1coc(CNc2nccc(-n3cnc4ccccc43)n2)c1. Reaction SMILES: [CH2:20]([c:21]1[cH:22][cH:23][cH:24][o:25]1)[NH2:26].[CH3:1][S:2](=[O:3])(=[O:4])[c:5]1[n:6][cH:7][cH:8][c:9](-[n:11]2[cH:12][n:13][c:14]3[c:15]2[cH:16][cH:17][cH:18][cH:19]3)[n:10]1>>[c:5]1([NH:26][CH2:20][c:21]2[cH:22][cH:23][cH:24][o:25]2)[n:6][cH:7][cH:8][c:9](-[n:11]2[cH:12][n:13][c:14]3[c:15]2[cH:16][cH:17][cH:18][cH:19]3)[n:10]1. Reactants: ClCCl, COc1cccc2ccoc12, Cl, c1ccncc1. Yields the product Oc1cccc2ccoc12. As a reaction SMILES: [CH2:19]([Cl:20])[Cl:21].[CH3:1][O:2][c:3]1[cH:4][cH:5][cH:6][c:7]2[cH:8][cH:9][o:10][c:11]12.[ClH:12].[n:13]1[cH:14][cH:15][cH:16][cH:17][cH:18]1>>[OH:2][c:3]1[cH:4][cH:5][cH:6][c:7]2[cH:8][cH:9][o:10][c:11]12. The reactants are C(=NC(=N)N)(N)N (diguanide), CN=C=S (methylisothiocyanate), CN(C=O)C (dimethylformamide). Run at temperature 100 celsius. Product: NC1=NC(N(C(=N1)N)C)=S (4,6-diamino-1-methyl-S-triazine-2-thione). RXN SMILES: [C:1]([NH2:7])([NH2:6])=[N:2][C:3]([NH2:5])=[NH:4].CN=[C:10]=[S:11].[CH3:12]N(C)C=O>>[NH2:6][C:1]1[N:2]=[C:3]([NH2:5])[N:4]([CH3:12])[C:10](=[S:11])[N:7]=1. Procedure: To 12 of dry dimethylformamide were dissolved 1.52 g of diguanide and 1.1 g of methylisothiocyanate, and the solution was heated at 100° C. for 30 minutes to produce white precipitates. After filtering off the precipitates rapidly, the filtrate was added to 500 ml of ice water to produce precipitates, which was subsequently filtered and recrystalized with 25 ml of 50% ethanol to obtain 2 g of the title compound having the characteristics of: The reactants are CC(C)(C)C1=C(C(=CC(=C1)S)C(C)(C)C)O (2,6-bis(1,1-dimethylethyl)4-mercaptophenol), O=C(C=CC)N1CCCC1 (1(1-oxo-2-butenyl)pyrrolidine). The solvent is CO (methanol). Product: CC(C)(C)C=1C=C(C=C(C1O)C(C)(C)C)SC(CC(=O)N1CCCC1)C (1-[3-[[3,5-bis(1,1-dimethylethyl)-4-hydroxyphenyl]thio]-1-oxobutyl]pyrrolidine). As a reaction SMILES: [CH3:1][C:2]([C:5]1[CH:10]=[C:9]([SH:11])[CH:8]=[C:7]([C:12]([CH3:15])([CH3:14])[CH3:13])[C:6]=1[OH:16])([CH3:4])[CH3:3].[O:17]=[C:18]([N:22]1[CH2:26][CH2:25][CH2:24][CH2:23]1)[CH:19]=[CH:20][CH3:21]>CO>[CH3:4][C:2]([C:5]1[CH:10]=[C:9]([S:11][CH:20]([CH3:21])[CH2:19][C:18]([N:22]2[CH2:26][CH2:25][CH2:24][CH2:23]2)=[O:17])[CH:8]=[C:7]([C:12]([CH3:15])([CH3:14])[CH3:13])[C:6]=1[OH:16])([CH3:1])[CH3:3]. Procedure details: Following the procedure of Example 4, 2,6-bis(1,1-dimethylethyl)4-mercaptophenol (2.0 g. 0.008 mole) and 1(1-oxo-2-butenyl)pyrrolidine (1.11 g, 0.008 mole) were dissolved in methanol (20 ml) under an argon atmosphere and refluxed for 24 hours. The solvent was removed and the product isolated by chromatography on silica, and recrystallized from hexane to yield the product as a white solid, m.p. about 95°-99° C. The reactants are C(C)OC(CC1(C(C2=CC=CC=C2C1O)O)C1=CC=C(C=C1)NC(C)=O)=O ([2-(4-acetylamino-phenyl)-1,3-dihydroxy-indan-2-yl]-acetic acid ethyl ester). Reagents/catalysts: [Pd] (palladium black). Solvent: C(C)(=O)O (acetic acid). Reaction conditions: temperature 50 celsius, time 2 day. Yields the product C(C)OC(CC1(CC2=CC=CC=C2C1)C1=CC=C(C=C1)NC(C)=O)=O ([2-(4-Acetylamino-phenyl)-indan-2-yl]-acetic acid ethyl ester). Isolated yield 85.3%. Reaction SMILES: [CH2:1]([O:3][C:4](=[O:27])[CH2:5][C:6]1([C:17]2[CH:22]=[CH:21][C:20]([NH:23][C:24](=[O:26])[CH3:25])=[CH:19][CH:18]=2)[CH:14](O)[C:13]2[C:8](=[CH:9][CH:10]=[CH:11][CH:12]=2)[CH:7]1O)[CH3:2]>C(O)(=O)C.[Pd]>[CH2:1]([O:3][C:4](=[O:27])[CH2:5][C:6]1([C:17]2[CH:18]=[CH:19][C:20]([NH:23][C:24](=[O:26])[CH3:25])=[CH:21][CH:22]=2)[CH2:7][C:8]2[C:13](=[CH:12][CH:11]=[CH:10][CH:9]=2)[CH2:14]1)[CH3:2]. Procedure: A stirred solution of [2-(4-acetylamino-phenyl)-1,3-dihydroxy-indan-2-yl]-acetic acid ethyl ester (0.38 g, Reference Example 12) in acetic acid (20 mL), under nitrogen, was treated with palladium black (20 mg), then the flask was evacuated and then hydrogen was introduced into the flask via a balloon. After stirring at 50° C. for 2 days the reaction mixture was filtered through Hi-flow supercel. The filtrate was concentrated then diluted with ethyl acetate (100 mL). This solution was washed with... Reactants: C[Si](C)(C)Cl (TMSCl), [Li+].[BH4-] (LiBH4), C(C)(C)(C)OC(=O)N1[C@@H](C[C@H](C1)O)C(=O)O ((2S,4R)-1-(tert-butoxycarbonyl)-4-hydroxypyrrolidine-2-carboxylic acid). Solvent: C1CCOC1 (THF). Run at time 30 minute. Yields the product O[C@@H]1C[C@H](N(C1)C(=O)OC(C)(C)C)CO ((2S,4R)-tert-butyl 4-hydroxy-2-(hydroxymethyl)pyrrolidine-1-carboxylate). The yield is 65.0%. RXN SMILES: [Li+].[BH4-].C[Si](Cl)(C)C.[C:8]([O:12][C:13]([N:15]1[CH2:19][C@H:18]([OH:20])[CH2:17][C@H:16]1[C:21](O)=[O:22])=[O:14])([CH3:11])([CH3:10])[CH3:9]>C1COCC1>[OH:20][C@H:18]1[CH2:19][N:15]([C:13]([O:12][C:8]([CH3:9])([CH3:10])[CH3:11])=[O:14])[C@H:16]([CH2:21][OH:22])[CH2:17]1 |f:0.1|. Procedure details: To a 0° C. suspension of LiBH4 (2.0 equiv) in THF (0.67 M) was slowly added TMSCl (4.0 equiv) by syringe. After stirring at room temperature for 30 minutes, (2S,4R)-1-(tert-butoxycarbonyl)-4-hydroxypyrrolidine-2-carboxylic acid (1.0 equiv) was then added, and the resulting mixture was stirred at room temperature overnight. The reaction was quenched by the careful addition of sat'd. aq. NaHCO3, and the mixture was diluted with EtOAc, and the organice layer was washed twice with sat'd. aq. NaHCO3,... Starting materials: CNC(CC1=C(C=CC=C1)NC(C(C)(C)C)=O)C1=CC=CC=C1 (N-[2-(2-methylamino-2-phenylethyl)phenyl]-2,2-dimethylpropanamide), Cl (HCl), C1(=CC=CC=C1)C (toluene). Run at temperature 100 celsius, time 28 hour. Product: Cl.Cl.CNC(CC1=C(C=CC=C1)N)C1=CC=CC=C1 (N-methyl-2-amino-α-phenylphenethyl-amine dihydrochloride). The yield is 92.9%. As a reaction SMILES: [CH3:1][NH:2][CH:3]([C:18]1[CH:23]=[CH:22][CH:21]=[CH:20][CH:19]=1)[CH2:4][C:5]1[CH:10]=[CH:9][CH:8]=[CH:7][C:6]=1[NH:11]C(=O)C(C)(C)C.C1(C)C=CC=CC=1.[ClH:31]>>[ClH:31].[ClH:31].[CH3:1][NH:2][CH:3]([C:18]1[CH:23]=[CH:22][CH:21]=[CH:20][CH:19]=1)[CH2:4][C:5]1[CH:10]=[CH:9][CH:8]=[CH:7][C:6]=1[NH2:11] |f:3.4.5|. Procedure details: N-[2-(2-methylamino-2-phenylethyl)phenyl]-2,2-dimethylpropanamide (155 g, 0.5 mol) was dissolved in 6N HCl (310 g) and stirred under a nitrogen atmosphere at 100° C. for 28 hours. The reaction mixture was cooled to 23° C. and toluene (200 ml) was added. Stirring was continued until the product had crystallized from the aqueous phase. The product was collected by filtration, washed with toluene (2×50 ml) and dried in vacuo (30 mm) at 60° C. for 60 hours to give N-methyl-2-amino-α-phenylphenethyl-...